From a dataset of the Open Reaction Database (ORD), a public repository of structured organic reaction records. describe an organic reaction: reactants, conditions, products, and yield Reactants: C(C)(C)(C)OC(NC1=C(C=C(C(=C1)N1CCC1)C(F)(F)F)N)=O ((2-amino-5-azetidin-1-yl-4-trifluoromethyl-phenyl)-carbamic acid tert.-butyl ester), C(C)(C)(C)OC(CC(=O)C1=CC(=CC=C1)C1=CC(=NO1)C)=O (3-[3-(3-methyl-isoxazol-5-yl)-phenyl]-3-oxo-propionic acid tert.-butyl ester). The product is C(C)(C)(C)OC(NC1=C(C=C(C(=C1)N1CCC1)C(F)(F)F)NC(CC(=O)C1=CC(=CC=C1)C1=CC(=NO1)C)=O)=O ((5-Azetidin-1-yl-2-{3-[3-(3-methyl-isoxazol-5-yl)-phenyl]-3-oxo-propionylamino}-4-trifluoromethyl-phenyl)-carbamic acid tert.-butyl ester), foam. As a reaction SMILES: [C:1]([O:5][C:6](=[O:23])[NH:7][C:8]1[CH:13]=[C:12]([N:14]2[CH2:17][CH2:16][CH2:15]2)[C:11]([C:18]([F:21])([F:20])[F:19])=[CH:10][C:9]=1[NH2:22])([CH3:4])([CH3:3])[CH3:2].C([O:28][C:29](=O)[CH2:30][C:31]([C:33]1[CH:38]=[CH:37][CH:36]=[C:35]([C:39]2[O:43][N:42]=[C:41]([CH3:44])[CH:40]=2)[CH:34]=1)=[O:32])(C)(C)C>>[C:1]([O:5][C:6](=[O:23])[NH:7][C:8]1[CH:13]=[C:12]([N:14]2[CH2:17][CH2:16][CH2:15]2)[C:11]([C:18]([F:20])([F:21])[F:19])=[CH:10][C:9]=1[NH:22][C:29](=[O:28])[CH2:30][C:31]([C:33]1[CH:38]=[CH:37][CH:36]=[C:35]([C:39]2[O:43][N:42]=[C:41]([CH3:44])[CH:40]=2)[CH:34]=1)=[O:32])([CH3:4])([CH3:2])[CH3:3]. Procedure details: The title compound was prepared from (2-amino-5-azetidin-1-yl-4-trifluoromethyl-phenyl)-carbamic acid tert.-butyl ester (Example J17) and 3-[3-(3-methyl-isoxazol-5-yl)-phenyl]-3-oxo-propionic acid tert.-butyl ester (Example K4) according to the general procedure M. Obtained as a light yellow foam (218 mg). The reactants are C(C1=CC=CC=C1)C1=C(N=C(S1)N)C1=CC=C(C=C1)OC (5-benzyl-4-(4-methoxy-phenyl)-thiazol-2-ylamine), COC=1C=C(C(=O)Cl)C=CC1 (m-methoxybenzoyl chloride). Product: C(C1=CC=CC=C1)C1=C(N=C(S1)NC(C1=CC(=CC=C1)OC)=O)C1=CC=C(C=C1)OC (N-[5-benzyl-4-(4-methoxy-phenyl)-thiazol-2-yl]-3-methoxy-benzamide). Reported procedure: A procedure similar to that in Example 4 was used. 5-benzyl-4-(4-methoxy-phenyl)-thiazol-2-ylamine prepared in Example 1 and m-methoxybenzoyl chloride prepared in the step 1 were used as starting materials, allowed to react at room temperature overnight, followed by post-treatment to obtain a crude product, which was purified by a silica gel column chromatography eluted with a gradient of dichloromethane and ethyl acetate (100:0-10:1) to obtain a product as a white solid in a yield of 56.8%, mp:... The yield is 56.8%. As a reaction SMILES: [CH2:1]([C:8]1[S:12][C:11]([NH2:13])=[N:10][C:9]=1[C:14]1[CH:19]=[CH:18][C:17]([O:20][CH3:21])=[CH:16][CH:15]=1)[C:2]1[CH:7]=[CH:6][CH:5]=[CH:4][CH:3]=1.[CH3:22][O:23][C:24]1[CH:25]=[C:26]([CH:30]=[CH:31][CH:32]=1)[C:27](Cl)=[O:28]>>[CH2:1]([C:8]1[S:12][C:11]([NH:13][C:27](=[O:28])[C:26]2[CH:30]=[CH:31][CH:32]=[C:24]([O:23][CH3:22])[CH:25]=2)=[N:10][C:9]=1[C:14]1[CH:15]=[CH:16][C:17]([O:20][CH3:21])=[CH:18][CH:19]=1)[C:2]1[CH:3]=[CH:4][CH:5]=[CH:6][CH:7]=1. The reactants are C(C)N1CC2=C(N(C=3C=CC=CC23)CC(O)C2=CC=C(C=C2)C)CC1 (2-(2-Ethyl-1,2,3,4-tetrahydropyrido[4,3-b]indol-5-yl)-1-p-tolylethanol), S(O)(O)(=O)=O (sulfuric acid), [OH-].[K+] (KOH). Reaction conditions: temperature 5 celsius. Yields the product C(C)N1CC2=C(N(C=3C=CC=CC23)C=CC2=CC=C(C=C2)C)CC1 (2-(2-ethyl-1,2,3,4-tetrahydropyrido[4,3-b]indol-5-yl)-1-p-tolylethene). RXN SMILES: [CH2:1]([N:3]1[CH2:25][CH2:24][C:6]2[N:7]([CH2:14][CH:15]([C:17]3[CH:22]=[CH:21][C:20]([CH3:23])=[CH:19][CH:18]=3)O)[C:8]3[CH:9]=[CH:10][CH:11]=[CH:12][C:13]=3[C:5]=2[CH2:4]1)[CH3:2].S(=O)(=O)(O)O.[OH-].[K+]>>[CH2:1]([N:3]1[CH2:25][CH2:24][C:6]2[N:7]([CH:14]=[CH:15][C:17]3[CH:22]=[CH:21][C:20]([CH3:23])=[CH:19][CH:18]=3)[C:8]3[CH:9]=[CH:10][CH:11]=[CH:12][C:13]=3[C:5]=2[CH2:4]1)[CH3:2] |f:2.3|. Reported procedure: 2-(2-Ethyl-1,2,3,4-tetrahydropyrido[4,3-b]indol-5-yl)-1-p-tolylethanol (1 equiv.) is refluxed with 25% sulfuric acid for 2 h. The reaction mixture is cooled to 5° C. with an ice-water bath. KOH (15% aq. solution) is added dropwise to the reaction mixture until pH 9-10 is achieved. The reaction mixture is extracted with EtOAc. The combined organic layers are washed with water followed by brine, dried over sodium sulfate and evaporated under vacuum. The crude product is purified by column chromato... The reactants are CCOC(C)=O, CO, O=C(NCCN1CCOCC1)Nc1ccc([N+](=O)[O-])cc1C(F)(F)F. The product is Nc1ccc(NC(=O)NCCN2CCOCC2)c(C(F)(F)F)c1. As a reaction SMILES: [CH3:26][CH2:27][O:28][C:29]([CH3:30])=[O:31].[CH3:32][OH:33].[O:1]1[CH2:2][CH2:3][N:4]([CH2:7][CH2:8][NH:9][C:10](=[O:11])[NH:12][c:13]2[c:14]([C:22]([F:23])([F:24])[F:25])[cH:15][c:16]([N+:19]([O-:20])=[O:21])[cH:17][cH:18]2)[CH2:5][CH2:6]1>>[O:1]1[CH2:2][CH2:3][N:4]([CH2:7][CH2:8][NH:9][C:10](=[O:11])[NH:12][c:13]2[c:14]([C:22]([F:23])([F:24])[F:25])[cH:15][c:16]([NH2:19])[cH:17][cH:18]2)[CH2:5][CH2:6]1. Starting materials: ClC1=NC(=NC(=C1)C)SCC#N ((4-chloro-6-methyl-2-pyrimidinylthio)acetonitrile), C(C1=CC=2OCOC2C=C1)N (piperonylamine), C([O-])([O-])=O.[Na+].[Na+] (sodium carbonate). Run in C(C)O (ethanol). Product: O1COC2=C1C=CC(=C2)CNC2=NC(=NC(=C2)C)SCC#N ([4-(1,3-Benzodioxol-5-Ylmethylamino)-6-Methyl-2-Pyrimidinylthio]Acetonitrile). RXN SMILES: Cl[C:2]1[CH:7]=[C:6]([CH3:8])[N:5]=[C:4]([S:9][CH2:10][C:11]#[N:12])[N:3]=1.[CH2:13]([NH2:23])[C:14]1[CH:22]=[CH:21][C:20]2[O:19][CH2:18][O:17][C:16]=2[CH:15]=1.C(=O)([O-])[O-].[Na+].[Na+]>C(O)C>[O:19]1[C:20]2[CH:21]=[CH:22][C:14]([CH2:13][NH:23][C:2]3[CH:7]=[C:6]([CH3:8])[N:5]=[C:4]([S:9][CH2:10][C:11]#[N:12])[N:3]=3)=[CH:15][C:16]=2[O:17][CH2:18]1 |f:2.3.4|. Procedure: A stirred mixture of 13.93 g. (0.07 mole) of (4-chloro-6-methyl-2-pyrimidinylthio)acetonitrile, 10.5 g. (0.07 mole) of piperonylamine and 7.42 g. (0.07 mole) of sodium carbonate in 100 ml of ethanol was heated under reflux for five hours. The mixture was filtered and the filtrate was cooled in ice. The precipitate thus formed was collected and recrystallized from absolute ethanol to give 15.7 g. of product, m.p. 115°-118°. Starting materials: C(C)(C)C=1C=CC2=C(OCC3=C(C2=O)C=C(C=C3)C#N)C1 (6,11-dihydro-3-isopropyl-11-oxodibenz[b.e]oxepin-9-carbonitrile), C(C)(=O)O (acetic acid), Cl (hydrochloric acid). Run in O (water). Product: C(C)(C)C=1C=CC2=C(OCC3=C(C2=O)C=C(C=C3)C(=O)O)C1 (6,11-Dihydro-3-isopropyl-11-oxodibenz[b.e]oxepin-9-carboxylic Acid). As a reaction SMILES: [CH:1]([C:4]1[CH:5]=[CH:6][C:7]2[C:13](=[O:14])[C:12]3[CH:15]=C(C#N)[CH:17]=[CH:18][C:11]=3[CH2:10][O:9][C:8]=2[CH:21]=1)([CH3:3])[CH3:2].[C:22]([OH:25])(=[O:24])[CH3:23].Cl>O>[CH:1]([C:4]1[CH:5]=[CH:6][C:7]2[C:13](=[O:14])[C:12]3[CH:15]=[C:23]([C:22]([OH:25])=[O:24])[CH:17]=[CH:18][C:11]=3[CH2:10][O:9][C:8]=2[CH:21]=1)([CH3:3])[CH3:2]. Procedure details: Reflux a mixture of 2.8 gm. (0.010 mole) of 6,11-dihydro-3-isopropyl-11-oxodibenz[b.e]oxepin-9-carbonitrile, 50 ml. of acetic acid, 5 ml. of water and 5 ml. of concentrated hydrochloric acid for 140 hours. Cool the reaction mixture, separate the solids by filtration and dry. (yield 2.07 gm., m.p. 202°-204° C.). Recrystallize from toluene to obtain the title product (m.p. 203°-204.5° C.).